From a dataset of the Open Reaction Database (ORD), a public repository of structured organic reaction records. describe an organic reaction: reactants, conditions, products, and yield Starting materials: C1=CC=CC=2C3=CC=CC=C3C(C12)COC(N[C@@H](CC1=CC=CC=C1)C(N[C@@H](CCCC)C(NC1=CC=C(C=C1)CO)=O)=O)=O ({(S)-1-[(S)-1-(4-hydroxymethyl-phenylcarbamoyl)-pentylcarbamoyl]-2-phenyl-ethyl}-carbamic acid 9H-fluoren-9-ylmethyl ester), C(C)NCC (diethylamine). Run in C(Cl)Cl (CH2Cl2). Run at time 8 hour. The product is OCC1=CC=C(C=C1)NC([C@H](CCCC)NC([C@H](CC1=CC=CC=C1)N)=O)=O ((S)-2-((S)-2-Amino-3-phenyl-propionylamino)-hexanoic acid (4-hydroxymethyl-phenyl)-amide). Isolated yield 70.5%. RXN SMILES: C1C2C(COC(=O)[NH:17][C@H:18]([C:26](=[O:44])[NH:27][C@H:28]([C:33](=[O:43])[NH:34][C:35]3[CH:40]=[CH:39][C:38]([CH2:41][OH:42])=[CH:37][CH:36]=3)[CH2:29][CH2:30][CH2:31][CH3:32])[CH2:19][C:20]3[CH:25]=[CH:24][CH:23]=[CH:22][CH:21]=3)C3C(=CC=CC=3)C=2C=CC=1.C(NCC)C>C(Cl)Cl>[OH:42][CH2:41][C:38]1[CH:37]=[CH:36][C:35]([NH:34][C:33](=[O:43])[C@@H:28]([NH:27][C:26](=[O:44])[C@@H:18]([NH2:17])[CH2:19][C:20]2[CH:21]=[CH:22][CH:23]=[CH:24][CH:25]=2)[CH2:29][CH2:30][CH2:31][CH3:32])=[CH:40][CH:39]=1. Reported procedure: In a round-bottomed flask, the above prepared {(S)-1-[(S)-1-(4-hydroxymethyl-phenylcarbamoyl)-pentylcarbamoyl]-2-phenyl-ethyl}-carbamic acid 9H-fluoren-9-ylmethyl ester (4.738 g, 7.822 mmol, Eq: 1.0) was dissolved in CH2Cl2 (28 ml). At 0°, diethylamine (28 ml, 19.80 g, 271 mmol, Eq: 35) was added and the reaction mixture stirred at ambient temperature overnight. All volatiles were evaporated i. V.; ensuing flash chromatography SiO2/CH2Cl2/10% MeOH, followed by crystallization from AcOEt, yielded... Reaction SMILES: Br[C:2]1[CH:3]=[N:4][N:5]([C:7]([CH3:14])([CH3:13])[C:8]([O:10]CC)=[O:9])[CH:6]=1.BrC(C)(C)C(O)=O>>[NH:4]1[CH:3]=[CH:2][CH:6]=[N:5]1.[CH3:14][C:7]([N:5]1[CH:6]=[CH:2][CH:3]=[N:4]1)([CH3:13])[C:8]([OH:10])=[O:9]. Procedure: Scheme 7 shows the synthesis of ethyl 2-(4-bromo-1H-pyrazol-1-yl)-2-methylpropanoate IV starting from 2-bromo-2-methylpropanoic acid 15. Alkylation of pyrazole with 15 gave 2-methyl-2-(1H-pyrazol-1-yl)propanoic acid 16 (Example 12). Esterification of 16 with sulfuric acid in ethanol gave ethyl 2-methyl-2-(1H-pyrazol-1-yl)propanoate 17 (Example 13). Regiospecific bromination of 17 with N-bromosuccinimide (NBS) gave IV (Example 14). Alternatively, 16 was treated in situ with a brominating reagent ... Reactants: BrC=1C=NN(C1)C(C(=O)OCC)(C)C (ethyl 2-(4-bromo-1H-pyrazol-1-yl)-2-methylpropanoate), BrC(C(=O)O)(C)C (2-bromo-2-methylpropanoic acid). The product is N1N=CC=C1 (pyrazole), CC(C(=O)O)(C)N1N=CC=C1 (2-methyl-2-(1H-pyrazol-1-yl)propanoic acid). The reactants are C1=C2N(C=N1)CCC2=O (5,6-dihydro-7H-pyrrolo[1,2-c]imidazol-7-one), BrC=1C=C2C=CC(=CC2=CC1)C(=O)NC (6-bromo-N-methyl-2-naphthamide), CCCCCC.C(CCC)[Li] (n-butyl lithium hexane), BrC1=C(C=CC=C1)C(F)(F)F (2-bromobenzotrifluoride), CCCCCC.C(CCC)[Li] (n-butyl lithium hexane), [Cl-].[NH4+] (ammonium chloride). Run in C1CCOC1 (THF), C1CCOC1 (THF), C1CCOC1 (THF). Conditions: temperature -65 celsius. Yields the product OC1(CCN2C=NC=C21)C=2C=C1C=CC(=CC1=CC2)C(=O)NC (6-(7-hydroxy-6,7-dihydro-5H-pyrrolo[1,2-c]imidazol-7-yl)-N-methyl-2-naphthamide). The yield is 44.6%. As a reaction SMILES: BrC1C=CC=CC=1C(F)(F)F.CCCCCC.C([Li])CCC.Br[C:24]1[CH:25]=[C:26]2[C:31](=[CH:32][CH:33]=1)[CH:30]=[C:29]([C:34]([NH:36][CH3:37])=[O:35])[CH:28]=[CH:27]2.[CH:38]1[N:42]=[CH:41][N:40]2[CH2:43][CH2:44][C:45](=[O:46])[C:39]=12.[Cl-].[NH4+]>C1COCC1>[OH:46][C:45]1([C:24]2[CH:25]=[C:26]3[C:31](=[CH:32][CH:33]=2)[CH:30]=[C:29]([C:34]([NH:36][CH3:37])=[O:35])[CH:28]=[CH:27]3)[C:39]2[N:40]([CH:41]=[N:42][CH:38]=2)[CH2:43][CH2:44]1 |f:1.2,5.6|. Procedure details: Under an argon atmosphere, 2-bromobenzotrifluoride (33.05 g) was dissolved in dry THF (600 ml), and the mixture was cooled to −65° C. in a dry ice-acetone bath. An n-butyl lithium hexane solution (1.6M: 93.7 ml) was added with stirring and the mixture was stirred at the same temperature for 30 min. After stirring the mixture, a dry THF (2.88L) solution of 6-bromo-N-methyl-2-naphthamide (38.03 g) cooled to 10° C. was added at not more than −55° C. The mixture was stirred for 20 min. An n-butyl li... Reactants: CC#N, CCCOC(=N)c1cncc(N)c1. Product: CCCOC(=NC#N)c1cncc(N)c1. As a reaction SMILES: [CH3:14][C:15]#[N:16].[NH2:1][c:2]1[cH:3][c:4]([C:8]([O:9][CH2:10][CH2:11][CH3:12])=[NH:13])[cH:5][n:6][cH:7]1>>[NH2:1][c:2]1[cH:3][c:4]([C:8]([O:9][CH2:10][CH2:11][CH3:12])=[N:13][C:15]#[N:16])[cH:5][n:6][cH:7]1. Starting materials: CCOC(=O)C.CO (EtOAc MeOH), C(=O)(OC)C=1C(=NC=CC1)C(C1=CC=C(C=C1)F)=O (3-carbomethoxy-2-(4-fluorobenzoyl)pyridine), [H-].[Na+] (NaH), N1C=NC=C1 (imidazole). Solvent: CN(C)C=O (DMF), CN(C)C=O (DMF). Run at temperature 120 celsius. Yields the product N1(C=NC=C1)C1=CC=C(C(=O)C2=NC=CC=C2C(=O)OC)C=C1 (2-[4-(1H-imidazol-1-yl)benzoyl]3-carbomethoxypyridine). As a reaction SMILES: [C:1]([C:5]1[C:6]([C:11](=[O:19])[C:12]2[CH:17]=[CH:16][C:15](F)=[CH:14][CH:13]=2)=[N:7][CH:8]=[CH:9][CH:10]=1)([O:3][CH3:4])=[O:2].[H-].[Na+].[NH:22]1[CH:26]=[CH:25][N:24]=[CH:23]1.CCOC(C)=O.CO>CN(C=O)C>[N:22]1([C:15]2[CH:16]=[CH:17][C:12]([C:11]([C:6]3[C:5]([C:1]([O:3][CH3:4])=[O:2])=[CH:10][CH:9]=[CH:8][N:7]=3)=[O:19])=[CH:13][CH:14]=2)[CH:26]=[CH:25][N:24]=[CH:23]1 |f:1.2,4.5|. Procedure: A solution of 3-carbomethoxy-2-(4-fluorobenzoyl)pyridine (2.38 g, 9.18 mmol) in 7 ml of DMF is added dropwise to a mixture of NaH (0.25 g, 10.56 mmol) and imidazole (0.63 g, 9.18 mmol) in 25 mL of DMF. The mixture is heated at 120° C. for 20 hours, then allowed to cool, quenched with H2O and extracted with CH2Cl2 (4×50 mL). The combined organic layers are dried (Na2SO4) and evaporated to produce an oil. Chromatography on silica gel (using EtOAc-MeOH, 9.5:0.5 as the eluent) gives 2-[4-(1H-imidazo... Reactants: N1C=CC=2C1=NC=CC2C=2SC=CC2C2=CC=C(N)C=C2 (4-[2-(1H-pyrrolo[2,3-b]pyridin-4-yl)-3-thienyl]aniline), CNC (dimethylamine), O1CCCC1 (tetrahydrofuran). Product: CN(C(=O)NC1=CC=C(C=C1)C1=C(SC=C1)C1=C2C(=NC=C1)NC=C2)C (N,N-dimethyl-N′-{4-[2-(1H-pyrrolo[2,3-b]pyridin-4-yl)-3-thienyl]phenyl}urea). Reaction SMILES: [NH:1]1[C:5]2=[N:6][CH:7]=[CH:8][C:9]([C:10]3[S:11][CH:12]=[CH:13][C:14]=3[C:15]3[CH:21]=[CH:20][C:18]([NH2:19])=[CH:17][CH:16]=3)=[C:4]2[CH:3]=[CH:2]1.[CH3:22][NH:23][CH3:24].[O:25]1[CH2:29]CCC1>>[CH3:22][N:23]([CH3:24])[C:29]([NH:19][C:18]1[CH:20]=[CH:21][C:15]([C:14]2[CH:13]=[CH:12][S:11][C:10]=2[C:9]2[CH:8]=[CH:7][N:6]=[C:5]3[NH:1][CH:2]=[CH:3][C:4]=23)=[CH:16][CH:17]=1)=[O:25]. Procedure details: Following the procedure described in Example 5a with 4-[2-(1H-pyrrolo[2,3-b]pyridin-4-yl)-3-thienyl]aniline and 2M dimethylamine in tetrahydrofuran provided title compound. ESMS [M+H]+: 363.2